From a dataset of the Open Reaction Database (ORD), a public repository of structured organic reaction records. describe an organic reaction: reactants, conditions, products, and yield Starting materials: CCOC(=O)C(=Cc1ccc2[nH]ccc2c1)OCC, Cc1oc(-c2ccccc2Cl)nc1CCl. Yields the product CCOC(=O)C(=Cc1ccc2c(ccn2Cc2nc(-c3ccccc3Cl)oc2C)c1)OCC. As a reaction SMILES: [CH2:1]([CH3:2])[O:3][C:4]([C:5](=[CH:6][c:7]1[cH:8][c:9]2[cH:10][cH:11][nH:12][c:13]2[cH:14][cH:15]1)[O:16][CH2:17][CH3:18])=[O:19].[Cl:20][CH2:21][c:22]1[n:23][c:24](-[c:28]2[c:29]([Cl:34])[cH:30][cH:31][cH:32][cH:33]2)[o:25][c:26]1[CH3:27]>>[CH2:1]([CH3:2])[O:3][C:4]([C:5](=[CH:6][c:7]1[cH:8][c:9]2[cH:10][cH:11][n:12]([CH2:21][c:22]3[n:23][c:24](-[c:28]4[c:29]([Cl:34])[cH:30][cH:31][cH:32][cH:33]4)[o:25][c:26]3[CH3:27])[c:13]2[cH:14][cH:15]1)[O:16][CH2:17][CH3:18])=[O:19]. Reactants: OCc1ccc(F)c(OCc2ccccc2)c1, ClCCl. The product is O=Cc1ccc(F)c(OCc2ccccc2)c1. As a reaction SMILES: [CH2:1]([c:2]1[cH:3][cH:4][cH:5][cH:6][cH:7]1)[O:8][c:9]1[cH:10][c:11]([CH2:16][OH:17])[cH:12][cH:13][c:14]1[F:15].[Cl:18][CH2:19][Cl:20]>>[CH2:1]([c:2]1[cH:3][cH:4][cH:5][cH:6][cH:7]1)[O:8][c:9]1[cH:10][c:11]([CH:16]=[O:17])[cH:12][cH:13][c:14]1[F:15]. Starting materials: C(CC(C)C)(=O)Cl (isovaleryl chloride), C(CC(C)C)(=O)Cl (isovaleryl chloride), [Cl-].[Al+3].[Cl-].[Cl-] (aluminum chloride), C1(=CC=CC=C1)OC (anisole). The solvent is ClCCl (dichloromethane), ClCCl (dichloromethane). Run at time 40 minute. The product is COC1=CC=C(C=C1)C(CC(C)C)=O (1-(4-Methoxy-Phenyl)-3-Methyl-Butan-1-One). The yield is 98.6%. As a reaction SMILES: [C:1](Cl)(=[O:6])[CH2:2][CH:3]([CH3:5])[CH3:4].[Cl-].[Al+3].[Cl-].[Cl-].[C:12]1([O:18][CH3:19])[CH:17]=[CH:16][CH:15]=[CH:14][CH:13]=1>ClCCl>[CH3:19][O:18][C:12]1[CH:17]=[CH:16][C:15]([C:1](=[O:6])[CH2:2][CH:3]([CH3:5])[CH3:4])=[CH:14][CH:13]=1 |f:1.2.3.4|. Reported procedure: While 40 g of isovaleryl chloride and 44 g of aluminum chloride were added to 140 ml of dichloromethane and stirred, 32.6 ml of anisole were slowly added in droplets at −10° C. or lower, and stirring was continued at room temperature for 40 min. Subsequently, 36.6 ml of isovaleryl chloride were slowly added in droplets, and stirring was further continued at room temperature for 18 hr. After the reaction was completed, the resultant reaction mixture was added with 200 ml of dichloromethane, and t... Yields the product ClC1=NC(=CC(=N1)CI)N1[C@H](COCC1)C (2-Chloro-4-(iodomethyl)-6-[(3S)-3-methylmorpholin-4-yl]pyrimidine). The solvent is C(Cl)Cl (DCM), C(Cl)Cl (DCM). The reactants are [I-].[Na+] (Sodium iodide), ClC1=NC(=CC(=N1)N1[C@H](COCC1)C)COS(=O)(=O)C (2-chloro-4-[(3S)-3-methylmorpholin-4-yl]-6-(methylsulfonyloxymethyl)pyrimidine). The yield is 91.7%. Reaction SMILES: [I-:1].[Na+].[Cl:3][C:4]1[N:9]=[C:8]([N:10]2[CH2:15][CH2:14][O:13][CH2:12][C@@H:11]2[CH3:16])[CH:7]=[C:6]([CH2:17]OS(C)(=O)=O)[N:5]=1>C(Cl)Cl>[Cl:3][C:4]1[N:5]=[C:6]([CH2:17][I:1])[CH:7]=[C:8]([N:10]2[CH2:15][CH2:14][O:13][CH2:12][C@@H:11]2[CH3:16])[N:9]=1 |f:0.1|. Run at temperature 40 celsius. Procedure: Sodium iodide (1.006 ml, 24.61 mmol) was added to 2-chloro-4-[(3S)-3-methylmorpholin-4-yl]-6-(methylsulfonyloxymethyl)pyrimidine (1.584 g, 4.92 mmol) in DCM at RT. The resulting solution was refluxed at 40° C. for 18 hours. The reaction mixture was diluted with DCM and washed with water. The organic layer was dried (MgSO4), filtered and evaporated to afford the desired product (1.596 g). Starting materials: Cl (HCl), COC1=CC=C(C2=C1SC=C2)C=O (7-Methoxybenzo[b]thiophene-4-carbaldehyde), CC(C)([O-])C.[K+] (potassium tert-butoxide), Cl.C(C)N(CC)C(C)S (diethylaminoethanethiol hydrochloride). The solvent is CN(C)C=O (DMF). Yields the product OC1=CC=C(C2=C1SC=C2)C=O (7-Hydroxybenzo[b]thiophene-4-carbaldehyde). As a reaction SMILES: C[O:2][C:3]1[C:8]2[S:9][CH:10]=[CH:11][C:7]=2[C:6]([CH:12]=[O:13])=[CH:5][CH:4]=1.CC(C)([O-])C.[K+].Cl.C(N(C(S)C)CC)C.Cl>CN(C=O)C>[OH:2][C:3]1[C:8]2[S:9][CH:10]=[CH:11][C:7]=2[C:6]([CH:12]=[O:13])=[CH:5][CH:4]=1 |f:1.2,3.4|. Procedure: 7-Methoxybenzo[b]thiophene-4-carbaldehyde (Preparation 68) (844 mg, 4.39 mmol) was added to a suspension of potassium tert-butoxide (1.5 g, 14.0 mmol) and diethylaminoethanethiol hydrochloride (1.12 g, 6.58 mmol) in DMF (22 mL). The mixture was refluxed for 1 h. After cooling the mixture was acidified to pH 1 with 1N HCl and the aqueous phase extracted with EtOAc. The organic phase was washed with water, brine and dried (MgSO4). Solvent was removed in vacuo to give the title compound: RT=2.59 mi... Product: CC1CCOCCCCCCCC(=O)OCC1 (12-methyl-9-oxa-14-tetradecanolide). Yield: 46.8%. Solvent: OCC(O)CO (glycerol), CO (methanol), OCC(O)CO (glycerol), O (water), O.COC(C)(C)C (water tert-butyl methyl ether). Reported procedure: A solution of 30 g (520 mmol) of 95 percent sodium methylate in 220 ml of dry methanol was heated to reflux. Thereupon, 60 ml (520 mmol) of dimethyl malonate were allowed to drop in, the reaction mixture was heated under reflux for a further 15 min. and then 182 g of 66 percent 12-bromo-3-methyl-6-oxadodecan-1-ol from the preceding batch were added thereto. After heating under reflux for 14 hours the reaction mixture was added to 1.6 l of water/tert-butyl methyl ether (1:1) and made acid with co... The reactants are C[O-].[K+] (potassium methylate), C[O-].[Na+] (sodium methylate), P(O)(O)(O)=O (phosphoric acid), [OH-].[K+] (potassium hydroxide), C[O-].[K+] (potassium methylate), C(CC(=O)OC)(=O)OC (dimethyl malonate), BrCCCCCCOCCC(CCO)C (12-bromo-3-methyl-6-oxadodecan-1-ol), ClCC(CO)O (3-chloro-1,2-propanediol). RXN SMILES: C[O-].[Na+].[C:4]([O:11][CH3:12])(=[O:10])[CH2:5][C:6](OC)=O.BrC[CH2:15][CH2:16][CH2:17][CH2:18][CH2:19][O:20][CH2:21][CH2:22][CH:23]([CH3:27])[CH2:24]CO.P(=O)(O)(O)O.[OH-].[K+].ClCC(O)CO.C[O-].[K+]>CO.OCC(CO)O.O.O.COC(C)(C)C>[CH3:24][CH:23]1[CH2:27][CH2:12][O:11][C:4](=[O:10])[CH2:5][CH2:6][CH2:15][CH2:16][CH2:17][CH2:18][CH2:19][O:20][CH2:21][CH2:22]1 |f:0.1,5.6,8.9,13.14|. Conditions: temperature 140 celsius, time 15 minute.